From a dataset of the Open Reaction Database (ORD), a public repository of structured organic reaction records. describe an organic reaction: reactants, conditions, products, and yield The reactants are ClC1=CC=C2C(=N1)N(S(N2CC2C(C2)(F)F)(=O)=O)C (5-chloro-1-[(2,2-difluorocyclopropyl)methyl]-3-methyl-1,3-dihydro[1,2,5]thiadiazolo[3,4-b]pyridine 2,2-dioxide), COC=1C=CC=C(C1C=2C=CC=CC2P(C3CCCCC3)C4CCCCC4)OC (S-Phos), CC1=C(C=C(C(=O)OC)C=C1)B1OC(C(O1)(C)C)(C)C (methyl 4-methyl-3-(4,4,5,5-tetramethyl-1,3,2-dioxaborolan-2-yl)benzoate), P(=O)([O-])([O-])[O-].[K+].[K+].[K+] (tripotassium phosphate). The reagents and catalysts are C(C)(=O)[O-].[Pd+2].C(C)(=O)[O-] (palladium(II) acetate). The solvent is C1CCOC1 (THF), CCOC(=O)C (EtOAc), O (water). Run at temperature 75 celsius. Yields the product FC1(C(C1)CN1S(N(C2=NC(=CC=C21)C=2C=C(C(=O)OC)C=CC2C)C)(=O)=O)F (Methyl 3-{1-[(2,2-difluorocyclopropyl)methyl]-3-methyl-2,2-dioxido-1,3-dihydro[1,2,5]thiadiazolo[3,4-b]pyridin-5-yl}-4-methylbenzoate). As a reaction SMILES: Cl[C:2]1[N:7]=[C:6]2[N:8]([CH3:19])[S:9](=[O:18])(=[O:17])[N:10]([CH2:11][CH:12]3[CH2:14][C:13]3([F:16])[F:15])[C:5]2=[CH:4][CH:3]=1.[CH3:20][C:21]1[CH:30]=[CH:29][C:24]([C:25]([O:27][CH3:28])=[O:26])=[CH:23][C:22]=1B1OC(C)(C)C(C)(C)O1.P([O-])([O-])([O-])=O.[K+].[K+].[K+].COC1C=CC=C(OC)C=1C1C=CC=CC=1P(C1CCCCC1)C1CCCCC1>C1COCC1.O.CCOC(C)=O.C([O-])(=O)C.[Pd+2].C([O-])(=O)C>[F:15][C:13]1([F:16])[CH2:14][CH:12]1[CH2:11][N:10]1[C:5]2[C:6](=[N:7][C:2]([C:22]3[CH:23]=[C:24]([CH:29]=[CH:30][C:21]=3[CH3:20])[C:25]([O:27][CH3:28])=[O:26])=[CH:3][CH:4]=2)[N:8]([CH3:19])[S:9]1(=[O:18])=[O:17] |f:2.3.4.5,10.11.12|. Reported procedure: 5-chloro-1-[(2,2-difluorocyclopropyl)methyl]-3-methyl-1,3-dihydro[1,2,5]thiadiazolo[3,4-b]pyridine 2,2-dioxide (29-1) (6.6 g, 21.3 mmol, 1.0 eq), methyl 4-methyl-3-(4,4,5,5-tetramethyl-1,3,2-dioxaborolan-2-yl)benzoate (8.8 g, 32.0 mmol, 1.5 eq), tripotassium phosphate (9.0 g, 42.6 mmol, 2.0 eq), S-Phos (875 mg, 2.1 mmol, 0.1 eq), and palladium(II) acetate (239 mg, 1.1 mmol, 0.05 eq) were combined in THF (90 mL) and water (15 mL). The resulting mixture was heated at 75° C. for 14 hours. The react... Starting materials: ice water, CC(C)([O-])C.[K+] (Potassium tert-butoxide), solution, C(C)(=O)NC(C)C1CCC(CC1)C(=O)OC (methyl (+)-4-(1-acetamidoethyl)cyclohexanecarboxylate), Cl (hydrochloric acid). Solvent: CO (methanol). The product is C(C)(=O)NC(C)[C@@H]1CC[C@H](CC1)C(=O)OC (methyl (+)-trans-4-(1-acetamidoethyl)cyclohexanecarboxylate). The yield is 55.3%. RXN SMILES: CC(C)([O-])C.[K+].[C:7]([NH:10][CH:11]([CH:13]1[CH2:18][CH2:17][CH:16]([C:19]([O:21][CH3:22])=[O:20])[CH2:15][CH2:14]1)[CH3:12])(=[O:9])[CH3:8].Cl>CO>[C:7]([NH:10][CH:11]([C@H:13]1[CH2:14][CH2:15][C@H:16]([C:19]([O:21][CH3:22])=[O:20])[CH2:17][CH2:18]1)[CH3:12])(=[O:9])[CH3:8] |f:0.1|. Procedure: Potassium tert-butoxide (37.7 g) was added to a solution (200 ml) of a cis- and trans- mixture of methyl (+)-4-(1-acetamidoethyl)cyclohexanecarboxylate (38.0 g) in methanol and the mixture was refluxed under heating for 60 hours. After completion of the reaction, the mixture was concentrated under reduced pressure and the residue obtained was poured into ice water, neutralized with conc. hydrochloric acid and extracted with chloroform. The extract was washed with water, dried and concentrated un... Reactants: BrC1=C(C=C(C=C1)OC)NCC1=CC(=C(C=C1)OCCN1CCCCC1)F ((2-bromo-5-methoxyphenyl) [3-fluoro-4-(2-piperidin-1-ylethoxy)benzyl]amine), N1=CC=CC=C1 (pyridine), C(C)(=O)OC(C)=O (acetic anhydride). The solvent is [OH-].[Na+] (sodium hydroxide). Reaction conditions: temperature 80 celsius, time 4 hour. Product: BrC1=C(C=C(C=C1)OC)N(C(C)=O)CC1=CC(=C(C=C1)OCCN1CCCCC1)F (N-(2-Bromo-5-methoxyphenyl)-N-[3-fluoro-4-(2-piperidin-1-ylethoxy)benzyl]acetamide). Reaction SMILES: [Br:1][C:2]1[CH:7]=[CH:6][C:5]([O:8][CH3:9])=[CH:4][C:3]=1[NH:10][CH2:11][C:12]1[CH:17]=[CH:16][C:15]([O:18][CH2:19][CH2:20][N:21]2[CH2:26][CH2:25][CH2:24][CH2:23][CH2:22]2)=[C:14]([F:27])[CH:13]=1.N1C=CC=CC=1.[C:34](OC(=O)C)(=[O:36])[CH3:35]>[OH-].[Na+]>[Br:1][C:2]1[CH:7]=[CH:6][C:5]([O:8][CH3:9])=[CH:4][C:3]=1[N:10]([CH2:11][C:12]1[CH:17]=[CH:16][C:15]([O:18][CH2:19][CH2:20][N:21]2[CH2:22][CH2:23][CH2:24][CH2:25][CH2:26]2)=[C:14]([F:27])[CH:13]=1)[C:34](=[O:36])[CH3:35] |f:3.4|. Procedure details: A mixture of (2-bromo-5-methoxyphenyl) [3-fluoro-4-(2-piperidin-1-ylethoxy)benzyl]amine (690 mg), pyridine (2 ml) and acetic anhydride (2 ml) was stirred for 4 hours at 80° C. The reaction mixture was diluted with an aqueous solution of 1N sodium hydroxide, extracted with ethyl acetate, then washed with brine, dried over anhydrous magnesium sulfate, and then the solvent was evaporated in vacuo. The residue was purified by NH silica gel column chromatography (hexane-ethyl acetate system) to provi... Starting materials: CN(C(OC1C2=CC=CC=C2C=2C=CC=CC12)=O)[C@H]1C(N[C@H](COCC=CCOC=2C=CC(C1)=CC2)C(C)C)=O (9H-fluoren-9-yl methyl((9S,12R)-9-isopropyl-11-oxo-2,7-dioxa-10-azabicyclo[12.2.2]octadeca-1(17),4,14(18),15-tetraen-12-yl)carbamate), C(C)NCC (diethylamine). Solvent: ClCCl (dichloromethane). Run at time 5 hour. Yields the product N[C@H]1C(N[C@H](COCC=CCOC=2C=CC(C1)=CC2)C(C)C)=O ((9S,12R)-12-Amino-9-isopropyl-2,7-dioxa-10-azabicyclo[12.2.2]octadeca-1(17),4,14(18),15-tetraen-11-one). RXN SMILES: C[N:2]([C@@H:19]1[CH2:34][C:33]2=[CH:35][CH:36]=[C:30]([CH:31]=[CH:32]2)[O:29][CH2:28][CH:27]=[CH:26][CH2:25][O:24][CH2:23][C@H:22]([CH:37]([CH3:39])[CH3:38])[NH:21][C:20]1=[O:40])C(=O)OC1C2C=CC=CC=2C2C1=CC=CC=2.C(NCC)C>ClCCl>[NH2:2][C@@H:19]1[CH2:34][C:33]2=[CH:32][CH:31]=[C:30]([CH:36]=[CH:35]2)[O:29][CH2:28][CH:27]=[CH:26][CH2:25][O:24][CH2:23][C@H:22]([CH:37]([CH3:38])[CH3:39])[NH:21][C:20]1=[O:40]. Reported procedure: A solution of 3.66 g (6.78 mmol) of 9H-fluoren-9-yl methyl((9S,12R)-9-isopropyl-11-oxo-2,7-dioxa-10-azabicyclo[12.2.2]octadeca-1(17),4,14(18),15-tetraen-12-yl)carbamate (1-1D) in 300 ml of dichloromethane was mixed with 75 ml of diethylamine and stirred at RT for 5 h. The mixture was concentrated and purified by preparative HPLC. Acetonitrile was removed from the combined product fractions in a rotary evaporator, saturated NaHCO3 solution was added, and the mixture was extracted twice with ethyl... Starting materials: solution, C(CCCC=C)N1C2=CC=CC=C2C=2C=CC=CC12 (N-5-hexenylcarbazole), C12CCCC(CCC1)B2 (9-borabicyclo[3.3.1]-nonane), [OH-].[Na+] (sodium hydroxide), OO (hydrogen peroxide). Run in O1CCCC1 (tetrahydrofuran), O1CCCC1 (tetrahydrofuran), O1CCCC1 (tetrahydrofuran), C(C)O (ethanol), O (water). Conditions: time 3 hour. The product is OCCCCCCN1C2=CC=CC=C2C=2C=CC=CC12 (N-(6-hydroxyhexyl)-carbazole). Yield: 61.0%. As a reaction SMILES: C12BC(CCC1)CCC2.[CH2:10]([N:16]1[C:28]2[CH:27]=[CH:26][CH:25]=[CH:24][C:23]=2[C:22]2[C:17]1=[CH:18][CH:19]=[CH:20][CH:21]=2)[CH2:11][CH2:12][CH2:13][CH:14]=[CH2:15].[OH-:29].[Na+].OO>O1CCCC1.O.C(O)C>[OH:29][CH2:15][CH2:14][CH2:13][CH2:12][CH2:11][CH2:10][N:16]1[C:17]2[CH:18]=[CH:19][CH:20]=[CH:21][C:22]=2[C:23]2[C:28]1=[CH:27][CH:26]=[CH:25][CH:24]=2 |f:2.3|. Procedure details: 200 ml of a solution of 9-borabicyclo[3.3.1]-nonane (9-BBN) in tetrahydrofuran (0.5 mol/1) were initially taken in a thoroughly heated 500 ml three-necked flask. After the dropwise addition of a solution of 100 mmol of N-5-hexenylcarbazole in 100 ml of dry tetrahydrofuran, the mixture was stirred for 3 hours at room temperature, after which 60 ml of ethanol, 20 ml of 6 N sodium hydroxide solution and 40 ml of hydrogen peroxide (30% strength) were added in succession. Refluxing was carried out fo...